This data is from the Open Reaction Database (ORD), a public repository of structured organic reaction records. The task is: describe an organic reaction: reactants, conditions, products, and yield Reactants: C(C1=CC=CC=C1)O[C@H]1[C@@H]([C@H]2N=C(S[C@H]2O[C@@H]1CO[Si](C)(C)C(C)(C)C)N(C(OC(C)(C)C)=O)CCF)OCC1=CC=CC=C1 (tert-butyl (3aR,5R,6S,7R,7aR)-6,7-bis(benzyloxy)-5-((tert-butyldimethylsilyloxy)methyl)-5,6,7,7a-tetrahydro-3aH-pyrano[3,2-d]thiazol-2-yl(2-fluoroethyl)carbamate), [F-].C(CCC)[N+](CCCC)(CCCC)CCCC (tetrabutylammonium fluoride). Solvent: C1CCOC1 (THF). Yields the product C(C1=CC=CC=C1)O[C@H]1[C@@H]([C@H]2N=C(S[C@H]2O[C@@H]1CO)N(C(OC(C)(C)C)=O)CCF)OCC1=CC=CC=C1 (tert-Butyl (3aR,5R,6S,7R,7aR)-6,7-bis(benzyloxy)-5-(hydroxymethyl)-5,6,7,7a-tetrahydro-3aH-pyrano[3,2-d]thiazol-2-yl(2-fluoroethyl)carbamate). Isolated yield 53.3%. RXN SMILES: [CH2:1]([O:8][C@@H:9]1[C@@H:17]([CH2:18][O:19][Si](C(C)(C)C)(C)C)[O:16][C@H:15]2[C@H:11]([N:12]=[C:13]([N:27]([CH2:35][CH2:36][F:37])[C:28](=[O:34])[O:29][C:30]([CH3:33])([CH3:32])[CH3:31])[S:14]2)[C@H:10]1[O:38][CH2:39][C:40]1[CH:45]=[CH:44][CH:43]=[CH:42][CH:41]=1)[C:2]1[CH:7]=[CH:6][CH:5]=[CH:4][CH:3]=1.[F-].C([N+](CCCC)(CCCC)CCCC)CCC>C1COCC1>[CH2:1]([O:8][C@@H:9]1[C@@H:17]([CH2:18][OH:19])[O:16][C@H:15]2[C@H:11]([N:12]=[C:13]([N:27]([CH2:35][CH2:36][F:37])[C:28](=[O:34])[O:29][C:30]([CH3:32])([CH3:31])[CH3:33])[S:14]2)[C@H:10]1[O:38][CH2:39][C:40]1[CH:41]=[CH:42][CH:43]=[CH:44][CH:45]=1)[C:2]1[CH:3]=[CH:4][CH:5]=[CH:6][CH:7]=1 |f:1.2|. Reported procedure: A solution of tert-butyl (3aR,5R,6S,7R,7aR)-6,7-bis(benzyloxy)-5-((tert-butyldimethylsilyloxy)methyl)-5,6,7,7a-tetrahydro-3aH-pyrano[3,2-d]thiazol-2-yl(2-fluoroethyl)carbamate (1.36 g, 2.06 mmol) in THF (30 mL) was treated with tetrabutylammonium fluoride (1.1 g, 4.2 mmol) for 2 hrs at room temperature. The reaction mixture was quenched with H2O (10 mL), extracted with ethyl acetate (3×50 mL), dried over anhydrous magnesium sulfate, and concentrated under vacuum to give a residue, which was puri... Reactants: N1=CC=CC=C1 (pyridine), C(C1=CC=CC=C1)OCC=O (Benzyloxyacetaldehyde), [C-]#N.[Na+] (sodium cyanide), [Cl-].[NH4+] (ammonium chloride), C(CCC)(=O)Cl (butyryl chloride). Solvent: [OH-].[NH4+] (ammonium hydroxide), O (Water). Run at time 48 hour. Product: C(#N)C(COCC1=CC=CC=C1)NC(CCC)=O (N-{1-cyano-2-[(phenylmethyl)oxy]ethyl}butanamide). Isolated yield 80.8%. Reaction SMILES: [CH2:1]([O:8][CH2:9][CH:10]=O)[C:2]1[CH:7]=[CH:6][CH:5]=[CH:4][CH:3]=1.[C-]#[N:13].[Na+].[Cl-].[NH4+].[N:17]1[CH:22]=CC=CC=1.[C:23](Cl)(=[O:27])[CH2:24][CH2:25][CH3:26]>[OH-].[NH4+].O>[C:22]([CH:10]([NH:13][C:23](=[O:27])[CH2:24][CH2:25][CH3:26])[CH2:9][O:8][CH2:1][C:2]1[CH:3]=[CH:4][CH:5]=[CH:6][CH:7]=1)#[N:17] |f:1.2,3.4,7.8|. Procedure details: Benzyloxyacetaldehyde (1.5 g, 10.0 mmol) was added dropwise to a stirred solution of sodium cyanide (0.61 g, 12.4 mmol) and ammonium chloride (0.79 g, 14.8 mmol) in 25% ammonium hydroxide (5 mL). The solution was stirred at RT for 48 h, then extracted with CH2Cl2 (20 mL). The organic extract was washed with brine, dried (Na2SO4) and filtered. The filtrate was cooled to 0° C., and pyridine (1.3 mL, 16.1 mmol) was added followed by butyryl chloride (1.56 mL, 15.0 mmol). The reaction mixture was st... Starting materials: [BH4-].[Li+] (lithium borohydride), C1=CC=C2C(=C1)C(=CS2)C=O (Thianaphthene-3-carboxaldehyde), S(=O)(=O)(N)N (Sulfamide), S(N)(O)(=O)=O (sulfamic acid), Cl (HCl). Run in C1CCOC1 (THF). Reaction conditions: temperature 45 celsius, time 1 hour. Product: S1C2=C(C(=C1)CNS(=O)(=O)N)C=CC=C2 (N-(benzo[b]thien-3-ylmethyl)-sulfamide). Reaction SMILES: [CH:1]1[CH:6]=[C:5]2[C:7]([CH:10]=O)=[CH:8][S:9][C:4]2=[CH:3][CH:2]=1.[S:12]([NH2:16])([NH2:15])(=[O:14])=[O:13].S(=O)(=O)(O)N.[BH4-].[Li+].Cl>C1COCC1>[S:9]1[CH:8]=[C:7]([CH2:10][NH:15][S:12]([NH2:16])(=[O:14])=[O:13])[C:5]2[CH:6]=[CH:1][CH:2]=[CH:3][C:4]1=2 |f:3.4|. Reported procedure: Thianaphthene-3-carboxaldehyde (5 g, 30.8 mmol) was dissolved in THF (50 mL). Sulfamide (12.22 g, 123.30 mmoles) and sulfamic acid (0.29 g, 3.08 mmoles) were added and the reaction mixture heated to 45° C. for 18 h. The reaction mixture was then cooled to room temperature and filtered through a sintered glass funnel. The resulting solution was treated with lithium borohydride (2.0 M in THF, 5 mL, 10 mmol) via addition funnel. After addition (5 minutes) the reaction mixture was stirred for 1 hour... Starting materials: CN(C)C=O, CO, CC1(C)CN(C2CC3(C)C(CCC4C5CCC(C(=O)CCl)C5(C)CC(=O)C43)CC2O)CCO1, [N-]=[N+]=[N-], [Na+], O. The product is CC1(C)CN(C2CC3(C)C(CCC4C5CCC(C(=O)CN=[N+]=[N-])C5(C)CC(=O)C43)CC2O)CCO1. As a reaction SMILES: [CH3:38][N:39]([CH3:40])[CH:41]=[O:42].[CH3:43][OH:44].[Cl:1][CH2:2][C:3]([CH:4]1[CH2:5][CH2:6][CH:7]2[CH:8]3[CH2:9][CH2:10][CH:11]4[CH2:12][CH:13]([OH:32])[CH:14]([N:24]5[CH2:25][C:26]([CH3:30])([CH3:31])[O:27][CH2:28][CH2:29]5)[CH2:15][C:16]4([CH3:17])[CH:18]3[C:19](=[O:23])[CH2:20][C:21]12[CH3:22])=[O:33].[N-:35]=[N+:36]=[N-:37].[Na+:34].[OH2:45]>>[CH2:2]([C:3]([CH:4]1[CH2:5][CH2:6][CH:7]2[CH:8]3[CH2:9][CH2:10][CH:11]4[CH2:12][CH:13]([OH:32])[CH:14]([N:24]5[CH2:25][C:26]([CH3:30])([CH3:31])[O:27][CH2:28][CH2:29]5)[CH2:15][C:16]4([CH3:17])[CH:18]3[C:19](=[O:23])[CH2:20][C:21]12[CH3:22])=[O:33])[N:35]=[N+:36]=[N-:37]. The reactants are BrC=1C=CC2=C(C=C(CCS2(=O)=O)C(=O)OC)C1 (methyl 7-bromo-1,1-dioxo-2,3-dihydro-1-benzothiepine-4-carboxylate), B(OC1=CC=C(C=C1)OC(F)(F)F)([O-])[O-] (4-trifluoromethoxyphenyl borate), C([O-])([O-])=O.[K+].[K+] (potassium carbonate). The reagents and catalysts are C=1C=CC(=CC1)[P](C=2C=CC=CC2)(C=3C=CC=CC3)[Pd]([P](C=4C=CC=CC4)(C=5C=CC=CC5)C=6C=CC=CC6)([P](C=7C=CC=CC7)(C=8C=CC=CC8)C=9C=CC=CC9)[P](C=1C=CC=CC1)(C=1C=CC=CC1)C=1C=CC=CC1 (tetrakistriphenylphosphinepalladium). The solvent is C1(=CC=CC=C1)C.C(C)O.O (toluene ethanol water). Reaction conditions: time 1 hour. The product is FC(OC1=CC=C(C=C1)C=1C=CC2=C(C=C(CCS2(=O)=O)C(=O)OC)C1)(F)F (methyl 7-(4-trifluoromethoxyphenyl)-1,1-dioxo-2,3-dihydro-1-benzothiepine-4-carboxylate). The yield is 64.1%. Reaction SMILES: Br[C:2]1[CH:3]=[CH:4][C:5]2[S:11](=[O:13])(=[O:12])[CH2:10][CH2:9][C:8]([C:14]([O:16][CH3:17])=[O:15])=[CH:7][C:6]=2[CH:18]=1.B([O-])([O-])O[C:21]1[CH:26]=[CH:25][C:24]([O:27][C:28]([F:31])([F:30])[F:29])=[CH:23][CH:22]=1.C(=O)([O-])[O-].[K+].[K+]>C1(C)C=CC=CC=1.C(O)C.O.C1C=CC([P]([Pd]([P](C2C=CC=CC=2)(C2C=CC=CC=2)C2C=CC=CC=2)([P](C2C=CC=CC=2)(C2C=CC=CC=2)C2C=CC=CC=2)[P](C2C=CC=CC=2)(C2C=CC=CC=2)C2C=CC=CC=2)(C2C=CC=CC=2)C2C=CC=CC=2)=CC=1>[F:29][C:28]([F:30])([F:31])[O:27][C:24]1[CH:25]=[CH:26][C:21]([C:2]2[CH:3]=[CH:4][C:5]3[S:11](=[O:13])(=[O:12])[CH2:10][CH2:9][C:8]([C:14]([O:16][CH3:17])=[O:15])=[CH:7][C:6]=3[CH:18]=2)=[CH:22][CH:23]=1 |f:2.3.4,5.6.7,^1:54,56,75,94|. Procedure details: Under argon atmosphere, A mixture of methyl 7-bromo-1,1-dioxo-2,3-dihydro-1-benzothiepine-4-carboxylate (0.80 g), 4-trifluoromethoxyphenyl borate (0.55 g) and potassium carbonate (0.67 g) in toluene/ethanol/water (30/3/3 ml) was stirred at room temperature for 1 hour. To the mixture was added tetrakistriphenylphosphinepalladium (0.14 g), and the mixture was refluxed for 20 hours, cooled, extracted with ethyl acetate, washed with saturated brine, dried with magnesium sulfate and concentrated unde... The reactants are C(C=C)NC([C@@H](NC(=O)OCC1=CC=CC=C1)CC1=CC=CC=C1)=O (N-benzyloxycarbonyl-L-phenylalanine allyl amide), C(=O)(O)[O-].[Na+] (NaHCO3), CCOC(=O)C.CCCCCC (EtOAc hexane), BrC(=NO)Br (dibromoformaldoxime). Solvent: CCOC(=O)C (EtOAc), O (water). Yields the product C(C1=CC=CC=C1)OC(=O)N(C([C@@H](N)CC1=CC=CC=C1)=O)CC1CC(=NO1)Br (5-(N-benzyloxycarbonyl-L-phenylalaninamidomethyl)-3-bromo-4,5-dihydroisoxazole). As a reaction SMILES: [CH2:1]([NH:4][C:5](=[O:25])[C@H:6]([CH2:18][C:19]1[CH:24]=[CH:23][CH:22]=[CH:21][CH:20]=1)[NH:7]C(OCC1C=CC=CC=1)=O)[CH:2]=[CH2:3].C([O-])(O)=O.[Na+].[Br:31][C:32](Br)=[N:33][OH:34].[CH3:36][CH2:37][O:38][C:39](C)=[O:40].[CH3:42][CH2:43][CH2:44][CH2:45][CH2:46]C>CCOC(C)=O.O>[CH2:37]([O:38][C:39]([N:4]([CH2:1][CH:2]1[O:34][N:33]=[C:32]([Br:31])[CH2:3]1)[C:5](=[O:25])[C@H:6]([CH2:18][C:19]1[CH:20]=[CH:21][CH:22]=[CH:23][CH:24]=1)[NH2:7])=[O:40])[C:36]1[CH:46]=[CH:45][CH:44]=[CH:43][CH:42]=1 |f:1.2,4.5|. Procedure: To a solution of N-benzyloxycarbonyl-L-phenylalanine allyl amide, 700 mg, in 40 ml of EtOAc and 0.75 ml of water, was added 870 mg of NaHCO3 and in small portions, dibromoformaldoxime, 631 mg. The progress of the reaction was monitored by tlc (40% EtOAc/hexane). After completion of the reaction (2-4 hrs), the reaction mixture was transferred to a separatory funnel and washed repeatedly with 5% NaHCO3, brine, and dried over anh. MgSO4. Filtration and concentration gave a light yellow viscous oil.... Reactants: Nc1nc(C(F)(F)F)c(Br)nc1Br, COCCOC, OB(O)c1ccc(Cl)cc1, [Na+], [Na+], O=C([O-])[O-], O, c1ccc(P(c2ccccc2)(c2ccccc2)[Pd](P(c2ccccc2)(c2ccccc2)c2ccccc2)(P(c2ccccc2)(c2ccccc2)c2ccccc2)P(c2ccccc2)(c2ccccc2)c2ccccc2)cc1. Yields the product Nc1nc(C(F)(F)F)c(Br)nc1-c1ccc(Cl)cc1. As a reaction SMILES: [Br:1][c:2]1[c:3]([NH2:13])[n:4][c:5]([C:9]([F:10])([F:11])[F:12])[c:6]([Br:8])[n:7]1.[CH3:30][O:31][CH2:32][CH2:33][O:34][CH3:35].[Cl:14][c:15]1[cH:16][cH:17][c:18]([B:21]([OH:22])[OH:23])[cH:19][cH:20]1.[Na+:24].[Na+:25].[O-:26][C:27](=[O:28])[O-:29].[OH2:36].[cH:37]1[cH:38][cH:39][c:40]([P:41]([Pd:42]([P:43]([c:44]2[cH:45][cH:46][cH:47][cH:48][cH:49]2)([c:50]2[cH:51][cH:52][cH:53][cH:54][cH:55]2)[c:56]2[cH:57][cH:58][cH:59][cH:60][cH:61]2)([P:62]([c:63]2[cH:64][cH:65][cH:66][cH:67][cH:68]2)([c:69]2[cH:70][cH:71][cH:72][cH:73][cH:74]2)[c:75]2[cH:76][cH:77][cH:78][cH:79][cH:80]2)[P:81]([c:82]2[cH:83][cH:84][cH:85][cH:86][cH:87]2)([c:88]2[cH:89][cH:90][cH:91][cH:92][cH:93]2)[c:94]2[cH:95][cH:96][cH:97][cH:98][cH:99]2)([c:100]2[cH:101][cH:102][cH:103][cH:104][cH:105]2)[c:106]2[cH:107][cH:108][cH:109][cH:110][cH:111]2)[cH:112][cH:113]1>>[c:2]1(-[c:18]2[cH:17][cH:16][c:15]([Cl:14])[cH:20][cH:19]2)[c:3]([NH2:13])[n:4][c:5]([C:9]([F:10])([F:11])[F:12])[c:6]([Br:8])[n:7]1. Reactants: C(=O)(O)C=1C=CC(=C(C1)B(O)O)Cl (5-carboxy-2-chloro-phenylboronic acid), BrC1=CN=C(C=C1C#N)C(F)(F)F (5-bromo-2-trifluoromethyl-isonicotinonitrile). Yields the product ClC1=CC=C(C(=O)O)C=C1C=1C=NC(=CC1C#N)C(F)(F)F (4-chloro-5-(4-cyano-6-trifluoromethyl-pyridin-3-yl)-benzoic acid). As a reaction SMILES: [C:1]([C:4]1[CH:5]=[CH:6][C:7]([Cl:13])=[C:8](B(O)O)[CH:9]=1)([OH:3])=[O:2].Br[C:15]1[C:20]([C:21]#[N:22])=[CH:19][C:18]([C:23]([F:26])([F:25])[F:24])=[N:17][CH:16]=1>>[Cl:13][C:7]1[C:8]([C:15]2[CH:16]=[N:17][C:18]([C:23]([F:25])([F:26])[F:24])=[CH:19][C:20]=2[C:21]#[N:22])=[CH:9][C:4]([C:1]([OH:3])=[O:2])=[CH:5][CH:6]=1. Procedure details: Similarly, 4-chloro-5-(4-cyano-6-trifluoromethyl-pyridin-3-yl)-benzoic acid was prepared according to the above procedure from 5-carboxy-2-chloro-phenylboronic acid and 5-bromo-2-trifluoromethyl-isonicotinonitrile 1-1. Reactants: CCN(CC)CCN, CS(=O)(=O)Nc1ccc(C(=O)Cl)cc1, C1CCOC1. Yields the product CCN(CC)CCNC(=O)c1ccc(NS(C)(=O)=O)cc1, Cl. As a reaction SMILES: [CH2:15]([CH3:16])[N:17]([CH2:18][CH2:19][NH2:20])[CH2:21][CH3:22].[CH3:1][S:2](=[O:3])(=[O:4])[NH:5][c:6]1[cH:7][cH:8][c:9]([C:10](=[O:11])[Cl:12])[cH:13][cH:14]1.[O:23]1[CH2:24][CH2:25][CH2:26][CH2:27]1>>[CH3:1][S:2](=[O:3])(=[O:4])[NH:5][c:6]1[cH:7][cH:8][c:9]([C:10](=[O:11])[NH:20][CH2:19][CH2:18][N:17]([CH2:15][CH3:16])[CH2:21][CH3:22])[cH:13][cH:14]1.[ClH:12].